From a dataset of the Open Reaction Database (ORD), a public repository of structured organic reaction records. describe an organic reaction: reactants, conditions, products, and yield Reactants: CC(NCCC(=O)c1ccc(F)cc1)C(C)(C)C, COC(=O)Cl, ClCCl, [K+], [K+], O=C([O-])[O-]. The product is COC(=O)N(CCC(=O)c1ccc(F)cc1)C(C)C(C)(C)C. As a reaction SMILES: [CH3:1][C:2]([CH:3]([CH3:4])[NH:5][CH2:6][CH2:7][C:8](=[O:9])[c:10]1[cH:11][cH:12][c:13]([F:16])[cH:14][cH:15]1)([CH3:17])[CH3:18].[Cl:25][C:26](=[O:27])[O:28][CH3:29].[Cl:30][CH2:31][Cl:32].[K+:19].[K+:20].[O-:21][C:22]([O-:23])=[O:24]>>[CH3:1][C:2]([CH:3]([CH3:4])[N:5]([CH2:6][CH2:7][C:8](=[O:9])[c:10]1[cH:11][cH:12][c:13]([F:16])[cH:14][cH:15]1)[C:26](=[O:27])[O:28][CH3:29])([CH3:17])[CH3:18]. Starting materials: [Li]CCCC, COc1cccc(C=O)c1, CNCCN(C)C, ClC(Cl)(Cl)C(Cl)(Cl)Cl, Cl, C1CCOC1, O. Product: COc1cccc(C=O)c1Cl. Reaction SMILES: [CH2:1]([Li:2])[CH2:3][CH2:4][CH3:5].[CH3:13][O:14][c:15]1[cH:16][c:17]([CH:18]=[O:19])[cH:20][cH:21][cH:22]1.[CH3:6][N:7]([CH3:8])[CH2:9][CH2:10][NH:11][CH3:12].[Cl:23][C:24]([C:25]([Cl:26])([Cl:27])[Cl:28])([Cl:29])[Cl:30].[ClH:31].[O:32]1[CH2:33][CH2:34][CH2:35][CH2:36]1.[OH2:37]>>[CH3:13][O:14][c:15]1[c:16]([Cl:23])[c:17]([CH:18]=[O:19])[cH:20][cH:21][cH:22]1.